The task is: describe an organic reaction: reactants, conditions, products, and yield. This data is from the Open Reaction Database (ORD), a public repository of structured organic reaction records. The reactants are S(=O)(Cl)Cl (thionyl chloride), C(CCC)C=1NC(C=C(C(=O)O)C1)=O (6-butyl-2-oxo-1,2-dihydro-isonicotinic acid), CO (methanol). Conditions: time 8 hour. Product: C(CCC)C1=CC(=CC(N1)=O)C(=O)OC (6-Butyl-4-methoxycarbonyl-2-oxo-1,2-dihydropyridine). As a reaction SMILES: S(Cl)(Cl)=O.[CH2:5]([C:9]1[NH:10][C:11](=[O:18])[CH:12]=[C:13]([CH:17]=1)[C:14]([OH:16])=[O:15])[CH2:6][CH2:7][CH3:8].[CH3:19]O>>[CH2:5]([C:9]1[NH:10][C:11](=[O:18])[CH:12]=[C:13]([C:14]([O:16][CH3:19])=[O:15])[CH:17]=1)[CH2:6][CH2:7][CH3:8]. Reported procedure: 12.5 ml (0.17 mol) of thionyl chloride are added dropwise to a suspension of 29.25 g (0.15 mol) of 6-butyl-2-oxo-1,2-dihydro-isonicotinic acid in 200 ml of methanol, while cooling with ice, and the mixture is stirred overnight at room temperature. It is concentrated to dryness and the residue is chromatographed over 450 g of silica gel (230-400 mesh) using methylene chloride→methylene chloride/methanol 10:1. Colourless crystals of melting point 106° C. crystallise from methylene chloride, ether ... Reactants: C1(CCCC1)OCCO (2-Cyclopentyloxyethanol), C1(=CC(=CC=C1)S(=O)(=O)Cl)C (3-toluenesulphonyl chloride), N1=CC=CC=C1 (pyridine), N1=CC=CC=C1 (pyridine). Run at time 8 hour. Yields the product C1(=CC=C(C=C1)S(=O)(=O)OCCOC1CCCC1)C (2-cyclopentyloxyethyl 4-toluenesulphonate). The yield is 73.0%. As a reaction SMILES: [CH:1]1([O:6][CH2:7][CH2:8][OH:9])[CH2:5][CH2:4][CH2:3][CH2:2]1.[C:10]1(C)[CH:15]=[CH:14][CH:13]=[C:12]([S:16](Cl)(=[O:18])=[O:17])[CH:11]=1.N1C=CC=C[CH:22]=1>>[C:15]1([CH3:22])[CH:10]=[CH:11][C:12]([S:16]([O:9][CH2:8][CH2:7][O:6][CH:1]2[CH2:5][CH2:4][CH2:3][CH2:2]2)(=[O:17])=[O:18])=[CH:13][CH:14]=1. Procedure: 2-Cyclopentyloxyethanol (4.3 g, 33.1 mmol) in pyridine (18 ml) was added dropwise to a solution of 3-toluenesulphonyl chloride (6.8 g, 35.7 mmol) in pyridine (27 ml) at 5° C. The mixture was allowed to warm to ambient temperature, and stirred overnight. The mixture was poured onto ice containing concentrated hydrochloric acid (46 ml) and the product was extracted with ether. The organic phase was washed with 2M hydrochloric acid, dried (MgSO4) and the solvent removed by evaporation to give 2-cyc... The reactants are [OH-].[K+] (KOH), COS(=O)(=O)OC (dimethylsulfate), NC1=C(C=CC(=N1)O)Br (6-amino-5-bromo-pyridin-2-ol). Solvent: CC(=O)C (acetone). Run at time 4 hour. Yields the product BrC=1C(=NC(=CC1)OC)N (3-Bromo-6-methoxy-pyridin-2-yl-amine). The yield is 27.9%. As a reaction SMILES: [NH2:1][C:2]1[N:7]=[C:6]([OH:8])[CH:5]=[CH:4][C:3]=1[Br:9].[OH-].[K+].[CH3:12]OS(OC)(=O)=O>CC(C)=O>[Br:9][C:3]1[C:2]([NH2:1])=[N:7][C:6]([O:8][CH3:12])=[CH:5][CH:4]=1 |f:1.2|. Procedure details: A suspension of 11.58 g (61 mmol) 6-amino-5-bromo-pyridin-2-ol in 200 ml acetone was treated with 10.3 g (184 mmol) KOH pellets and 10 g (80 mmol) dimethylsulfate. The mixture was stirred for 4 h at room temperature and evaporated to dryness. 400 ml water was added and the mixture was extracted four times with 300 ml ethyl acetate. The combined organic phases were dried with MgSO4 and evaporated. The residue was purified by flash column chromatography on silica eluting with hexane/ ethyl acetate... The reactants are ClC(C=1N(C=C(N1)[N+](=O)[O-])C)Cl (2-dichloromethyl-1-methyl-4-nitroimidazole), S(O)(O)(=O)=O (sulfuric acid), [OH-].[Na+] (sodium hydroxide). Product: C(=O)C=1N(C=C(N1)[N+](=O)[O-])C (2-formyl-1-methyl-4nitroimidazole). The yield is 83.0%. RXN SMILES: Cl[CH:2](Cl)[C:3]1[N:4]([CH3:11])[CH:5]=[C:6]([N+:8]([O-:10])=[O:9])[N:7]=1.S(=O)(=O)(O)[OH:14].[OH-].[Na+]>>[CH:2]([C:3]1[N:4]([CH3:11])[CH:5]=[C:6]([N+:8]([O-:10])=[O:9])[N:7]=1)=[O:14] |f:2.3|. Procedure: 21 parts of 2-dichloromethyl-1-methyl-4-nitroimidazole in 80 parts by volume of 10 percent strength by weight sulfuric acid are stirred for 2 hours at 100° C. The solution is cooled, poured onto ice and neutralized with 55 parts of 6N sodium hydroxide solution. The aqueous phase is extracted with 4 times 50 parts by volume of methylene chloride. The combined extracts are dried (? and evaporated). 13 parts of 2-formyl-1-methyl-4nitroimidazole (83% of theory) of melting point 129° C. are obtained. Starting materials: O=C(O)c1ccc(Br)c(CN(Cc2ccccc2)C(=O)C2CC2)c1, CN1CCCC1=O, CCN(C(C)C)C(C)C, O=C(Cl)C(=O)Cl, ClCCl, NCc1ccccc1, CN(C)C=O, O. Product: O=C(NCc1ccccc1)c1ccc(Br)c(CN(Cc2ccccc2)C(=O)C2CC2)c1. As a reaction SMILES: [CH2:1]([c:2]1[cH:3][cH:4][cH:5][cH:6][cH:7]1)[N:8]([C:9](=[O:10])[CH:11]1[CH2:12][CH2:13]1)[CH2:14][c:15]1[cH:16][c:17]([C:18](=[O:19])[OH:20])[cH:21][cH:22][c:23]1[Br:24].[CH3:52][N:53]1[CH2:54][CH2:55][CH2:56][C:57]1=[O:58].[CH:31]([N:32]([CH:33]([CH3:34])[CH3:35])[CH2:36][CH3:37])([CH3:38])[CH3:39].[Cl:25][C:26]([C:27]([Cl:28])=[O:29])=[O:30].[Cl:48][CH2:49][Cl:50].[NH2:40][CH2:41][c:42]1[cH:43][cH:44][cH:45][cH:46][cH:47]1.[O:59]=[CH:60][N:61]([CH3:62])[CH3:63].[OH2:51]>>[CH2:1]([c:2]1[cH:3][cH:4][cH:5][cH:6][cH:7]1)[N:8]([C:9](=[O:10])[CH:11]1[CH2:12][CH2:13]1)[CH2:14][c:15]1[cH:16][c:17]([C:18](=[O:20])[NH:40][CH2:41][c:42]2[cH:43][cH:44][cH:45][cH:46][cH:47]2)[cH:21][cH:22][c:23]1[Br:24]. Reactants: CCN(C(=O)OCc1ccccc1)c1c(OC)cc(C(=O)OC)cc1OC, CO, [H][H]. Product: CCNc1c(OC)cc(C(=O)OC)cc1OC. As a reaction SMILES: [CH2:1]([O:2][C:3](=[O:4])[N:10]([c:11]1[c:12]([O:23][CH3:24])[cH:13][c:14]([C:19](=[O:20])[O:21][CH3:22])[cH:15][c:16]1[O:17][CH3:18])[CH2:25][CH3:26])[c:5]1[cH:6][cH:7][cH:8][cH:9][cH:27]1.[CH3:30][OH:31].[H:28][H:29]>>[NH:10]([c:11]1[c:12]([O:23][CH3:24])[cH:13][c:14]([C:19](=[O:20])[O:21][CH3:22])[cH:15][c:16]1[O:17][CH3:18])[CH2:25][CH3:26]. The product is COC(=O)C1CCC2=CC(=C(C=C12)OC(C)=O)C(C1=CC=CC=C1)=O (5-benzoyl-6-acetoxy-indane-1-carboxylic acid methyl ester). Reported procedure: A solution of 10 g of 5-benzoyl-6-hydroxy-indane-1-carboxylic acid methyl ester in 100 ml of acetic anhydride is heated to the reflux temperature for 4 hours under anhydrous conditions. It is then evaporated to dryness in vacuo. The evaporation residue is mixed with 200 ml of toluene and evaporated in vacuo. Distillation of the evaporation residue in a high vacuum gives, in the fraction boiling at 195°-200° C/0.06 /mm Hg, 5-benzoyl-6-acetoxy-indane-1-carboxylic acid methyl ester in the form of a... Reaction SMILES: [CH3:1][O:2][C:3]([CH:5]1[C:13]2[C:8](=[CH:9][C:10]([C:15](=[O:22])[C:16]3[CH:21]=[CH:20][CH:19]=[CH:18][CH:17]=3)=[C:11]([OH:14])[CH:12]=2)[CH2:7][CH2:6]1)=[O:4].[C:23](OC(=O)C)(=[O:25])[CH3:24]>>[CH3:1][O:2][C:3]([CH:5]1[C:13]2[C:8](=[CH:9][C:10]([C:15](=[O:22])[C:16]3[CH:21]=[CH:20][CH:19]=[CH:18][CH:17]=3)=[C:11]([O:14][C:23](=[O:25])[CH3:24])[CH:12]=2)[CH2:7][CH2:6]1)=[O:4]. The reactants are COC(=O)C1CCC2=CC(=C(C=C12)O)C(C1=CC=CC=C1)=O (5-benzoyl-6-hydroxy-indane-1-carboxylic acid methyl ester), C(C)(=O)OC(C)=O (acetic anhydride). The reactants are CC1(C)O[IH2](C(F)(F)F)c2ccccc21, O=S(=O)(Nc1cc(Cl)ccc1S)c1cc2ccccc2o1, ClCCl. The product is O=S(=O)(Nc1cc(Cl)ccc1SC(F)(F)F)c1cc2ccccc2o1. RXN SMILES: [CH3:22][C:23]1([CH3:24])[c:25]2[cH:26][cH:27][cH:28][cH:29][c:30]2[IH2:31]([C:32]([F:33])([F:34])[F:35])[O:36]1.[Cl:1][c:2]1[cH:3][cH:4][c:5]([SH:21])[c:6]([NH:8][S:9](=[O:10])(=[O:11])[c:12]2[o:13][c:14]3[c:15]([cH:16]2)[cH:17][cH:18][cH:19][cH:20]3)[cH:7]1.[Cl:37][CH2:38][Cl:39]>>[Cl:1][c:2]1[cH:3][cH:4][c:5]([S:21][C:32]([F:33])([F:34])[F:35])[c:6]([NH:8][S:9](=[O:10])(=[O:11])[c:12]2[o:13][c:14]3[c:15]([cH:16]2)[cH:17][cH:18][cH:19][cH:20]3)[cH:7]1. Reactants: C=C(C)C#N, CCCCCC, CCO, ClCCl, NC1=NN(c2ccc(Cl)cn2)CC1, [Na]. Product: CC1CN(c2ccc(Cl)cn2)N=C1N. RXN SMILES: [C:18](#[N:19])[C:20]([CH3:21])=[CH2:22].[CH3:26][CH2:27][CH2:28][CH2:29][CH2:30][CH3:31].[CH3:2][CH2:3][OH:4].[Cl:23][CH2:24][Cl:25].[NH2:5][C:6]1=[N:7][N:8]([c:11]2[n:12][cH:13][c:14]([Cl:17])[cH:15][cH:16]2)[CH2:9][CH2:10]1.[Na:1]>>[CH3:2][CH:10]1[C:6]([NH2:5])=[N:7][N:8]([c:11]2[n:12][cH:13][c:14]([Cl:17])[cH:15][cH:16]2)[CH2:9]1.